Task: describe an organic reaction: reactants, conditions, products, and yield. Dataset: the Open Reaction Database (ORD), a public repository of structured organic reaction records The reactants are C([O-])(O)=O.[Na+] (sodium bicarbonate), C(=O)NC=1SC=C(N1)C(C(=O)NC1[C@@H]2N(C(=C(CS2)CSC)C(=O)OC(C2=CC=CC=C2)C2=CC=CC=C2)C1=O)=NOCC(=O)OC(C)(C)C (benzhydryl 7-[2-(2-formamidothiazol-4-yl)-2-tert-butoxycarbonylmethoxyiminoacetamido]-3-methylthiomethyl-3-cephem-4-carboxylate), resultant solution, Cl (hydrochloric acid). The solvent is CO (methanol). Reaction conditions: temperature 35 celsius. The product is NC=1SC=C(N1)C(C(=O)NC1[C@@H]2N(C(=C(CS2)CSC)C(=O)OC(C2=CC=CC=C2)C2=CC=CC=C2)C1=O)=NOCC(=O)OC(C)(C)C (benzhydryl 7-[2-(2-aminothiazol-4-yl)-2-tert-butoxycarbonylmethoxyiminoacetamido]-3-methylthiomethyl-3-cephem-4-carboxylate). The yield is 91.0%. As a reaction SMILES: C([NH:3][C:4]1[S:5][CH:6]=[C:7]([C:9](=[N:41][O:42][CH2:43][C:44]([O:46][C:47]([CH3:50])([CH3:49])[CH3:48])=[O:45])[C:10]([NH:12][CH:13]2[C:39](=[O:40])[N:15]3[C:16]([C:23]([O:25][CH:26]([C:33]4[CH:38]=[CH:37][CH:36]=[CH:35][CH:34]=4)[C:27]4[CH:32]=[CH:31][CH:30]=[CH:29][CH:28]=4)=[O:24])=[C:17]([CH2:20][S:21][CH3:22])[CH2:18][S:19][C@H:14]23)=[O:11])[N:8]=1)=O.Cl.C(=O)(O)[O-].[Na+]>CO>[NH2:3][C:4]1[S:5][CH:6]=[C:7]([C:9](=[N:41][O:42][CH2:43][C:44]([O:46][C:47]([CH3:50])([CH3:49])[CH3:48])=[O:45])[C:10]([NH:12][CH:13]2[C:39](=[O:40])[N:15]3[C:16]([C:23]([O:25][CH:26]([C:27]4[CH:32]=[CH:31][CH:30]=[CH:29][CH:28]=4)[C:33]4[CH:38]=[CH:37][CH:36]=[CH:35][CH:34]=4)=[O:24])=[C:17]([CH2:20][S:21][CH3:22])[CH2:18][S:19][C@H:14]23)=[O:11])[N:8]=1 |f:2.3|. Reported procedure: To a suspension of benzhydryl 7-[2-(2-formamidothiazol-4-yl)-2-tert-butoxycarbonylmethoxyiminoacetamido]-3-methylthiomethyl-3-cephem-4-carboxylate (syn isomer) (8.0 g) in methanol (160 ml) wad added conc. hydrochloric acid (5.6 ml), and the mixture was stirred at 35° C. for an hour. The resultant solution was adjusted to pH 5.0 with a saturated aqueous sodium bicarbonate. After distilling methanol under reduced pressure, the residue was dissolved in water (100 ml) and ethyl acetate (200 ml). The... Procedure details: (2S)-Methyl azetidine-2-carboxylate (2.83 g, 18.7 mmol, 1.0 eq) was dissolved in dry dichloromethane (100 mL) and cooled to about 0° C. under an argon atmosphere. After the addition of benzyl chloroformate (3.00 mL, 20.0 mmol, 1.1 eq), diisopropyl ethylamine (8.00 mL, 45.9 mmol, 2.5 eq) was added to the mixture dropwise. The reaction mixture was stirred at about 0° C. for about 30 minutes and then at about room temperature overnight. The solvent was evaporated and then the residue was dissolved ... Isolated yield 80.5%. Run in CCOCC (ether), ClCCl (dichloromethane). The reactants are ClC(=O)OCC1=CC=CC=C1 (benzyl chloroformate), C(C)(C)N(CC)C(C)C (diisopropyl ethylamine), N1[C@@H](CC1)C(=O)OC ((2S)-Methyl azetidine-2-carboxylate). The product is COC(=O)[C@H]1N(CC1)C(=O)OCC1=CC=CC=C1 ((2S)-Methyl-1-(benzyloxycarbonyl)azetidine-2-carboxylate). Reaction conditions: temperature 0 celsius, time 30 minute. Reaction SMILES: [NH:1]1[CH2:4][CH2:3][C@H:2]1[C:5]([O:7][CH3:8])=[O:6].Cl[C:10]([O:12][CH2:13][C:14]1[CH:19]=[CH:18][CH:17]=[CH:16][CH:15]=1)=[O:11].C(N(C(C)C)CC)(C)C>ClCCl.CCOCC>[CH3:8][O:7][C:5]([C@@H:2]1[CH2:3][CH2:4][N:1]1[C:10]([O:12][CH2:13][C:14]1[CH:19]=[CH:18][CH:17]=[CH:16][CH:15]=1)=[O:11])=[O:6]. The reactants are [OH-].[Na+] (sodium hydroxide), CC(C#N)N1C(CCC1)=O (alpha-methyl-2-oxo-1-pyrrolidineacetonitrile). Reagents/catalysts: [Ni] (Raney nickel). The solvent is CO (methanol). Yields the product NCC(C)N1C(CCC1)=O (1-(2-amino-1-methylethyl)-2-pyrrolidinone). Yield: 69.1%. As a reaction SMILES: [OH-].[Na+].[CH3:3][CH:4]([N:7]1[CH2:11][CH2:10][CH2:9][C:8]1=[O:12])[C:5]#[N:6]>[Ni].CO>[NH2:6][CH2:5][CH:4]([N:7]1[CH2:11][CH2:10][CH2:9][C:8]1=[O:12])[CH3:3] |f:0.1|. Procedure: 0.1 g of sodium hydroxide and 1 g of Raney nickel are added to a solution of 13 g (0.094 mole) of alpha-methyl-2-oxo-1-pyrrolidineacetonitrile in 250 ml of methanol and hydrogenated at ambient temperature and pressure until there is no further absorption of hydrogen. The catalyst is then filtered off through a Hyflo-cel filter and the filtrate is evaporated under reduced pressure. 9.2 g (0.065 mole) of 1-(2-amino-1-methylethyl)-2-pyrrolidinone are obtained, this product being used as it is for c... The reactants are BrCC1=C(C=CC=C1)NC(CC1=CC=C(C=C1)OCCCCCCCCCCCCCC)=O (N-[2-(bromomethyl)phenyl]-4-(tetradecyloxy)benzeneacetamide), CC1=CN=CS1 (5-methylthiazole), CCOCC (ether). Solvent: C1(=CC=CC=C1)C (toluene). Yields the product [Br-].CC1=C[N+](=CS1)CC1=C(C=CC=C1)NC(CC1=CC=C(C=C1)OCCCCCCCCCCCCCC)=O (5-Methyl-3-[[2-[[[4-(tetradecyloxy)phenyl]acetyl ]amino]phenyl]methyl]thiazolium bromide). Isolated yield 89.5%. Reaction SMILES: [Br:1][CH2:2][C:3]1[CH:8]=[CH:7][CH:6]=[CH:5][C:4]=1[NH:9][C:10](=[O:33])[CH2:11][C:12]1[CH:17]=[CH:16][C:15]([O:18][CH2:19][CH2:20][CH2:21][CH2:22][CH2:23][CH2:24][CH2:25][CH2:26][CH2:27][CH2:28][CH2:29][CH2:30][CH2:31][CH3:32])=[CH:14][CH:13]=1.[CH3:34][C:35]1[S:39][CH:38]=[N:37][CH:36]=1.CCOCC>C1(C)C=CC=CC=1>[Br-:1].[CH3:34][C:35]1[S:39][CH:38]=[N+:37]([CH2:2][C:3]2[CH:8]=[CH:7][CH:6]=[CH:5][C:4]=2[NH:9][C:10](=[O:33])[CH2:11][C:12]2[CH:17]=[CH:16][C:15]([O:18][CH2:19][CH2:20][CH2:21][CH2:22][CH2:23][CH2:24][CH2:25][CH2:26][CH2:27][CH2:28][CH2:29][CH2:30][CH2:31][CH3:32])=[CH:14][CH:13]=2)[CH:36]=1 |f:4.5|. Reported procedure: A mixture of 3.0 g of N-[2-(bromomethyl)phenyl]-4-(tetradecyloxy)benzeneacetamide and 2.88 g of 5-methylthiazole in 25 ml of toluene is heated at reflux under argon for 2.5 hours. The mixture is poured into 200 ml of ether, cooled, the solid collected, washed with ether and dried to give 3.2 g of the desired product as a white powder, m.p. 124°-127° C. The reactants are CCCC[Sn](Cl)(CCCC)CCCC, [Li]CCCC, CCCC[Sn](CCCC)(CCCC)c1cnc([Si](C)(C)C)s1, C[Si](C)(C)c1nccs1, ClC(Cl)Cl. The product is CCCC[Sn](CCCC)(CCCC)c1cncs1. As a reaction SMILES: [CH2:15]([Sn:16]([Cl:17])([CH2:18][CH2:19][CH2:20][CH3:21])[CH2:22][CH2:23][CH2:24][CH3:25])[CH2:26][CH2:27][CH3:28].[CH2:1]([Li:2])[CH2:3][CH2:4][CH3:5].[CH3:29][Si:30]([c:31]1[s:32][c:33]([Sn:36]([CH2:37][CH2:38][CH2:39][CH3:40])([CH2:41][CH2:42][CH2:43][CH3:44])[CH2:45][CH2:46][CH2:47][CH3:48])[cH:34][n:35]1)([CH3:49])[CH3:50].[CH3:6][Si:7]([CH3:8])([CH3:9])[c:10]1[s:11][cH:12][cH:13][n:14]1.[CH:51]([Cl:52])([Cl:53])[Cl:54]>>[cH:31]1[s:32][c:33]([Sn:36]([CH2:37][CH2:38][CH2:39][CH3:40])([CH2:41][CH2:42][CH2:43][CH3:44])[CH2:45][CH2:46][CH2:47][CH3:48])[cH:34][n:35]1.